This data is from the Open Reaction Database (ORD), a public repository of structured organic reaction records. The task is: describe an organic reaction: reactants, conditions, products, and yield The reactants are C(C1=CC=CC=C1)OC1=C(C=CC(=C1)Br)[N+](=O)[O-] (2-(benzyloxy)-4-bromo-1-nitrobenzene), [Cl-].[NH4+] (ammonium chloride), O (water). Reagents/catalysts: [Fe] (iron). The solvent is C(C)O (ethanol). Yields the product C(C1=CC=CC=C1)OC1=C(N)C=CC(=C1)Br (2-(benzyloxy)-4-bromoaniline). Isolated yield 98.9%. Reaction SMILES: [CH2:1]([O:8][C:9]1[CH:14]=[C:13]([Br:15])[CH:12]=[CH:11][C:10]=1[N+:16]([O-])=O)[C:2]1[CH:7]=[CH:6][CH:5]=[CH:4][CH:3]=1.[Cl-].[NH4+].O>C(O)C.[Fe]>[CH2:1]([O:8][C:9]1[CH:14]=[C:13]([Br:15])[CH:12]=[CH:11][C:10]=1[NH2:16])[C:2]1[CH:3]=[CH:4][CH:5]=[CH:6][CH:7]=1 |f:1.2|. Procedure: A mixture of 2-(benzyloxy)-4-bromo-1-nitrobenzene (14.1 g, 45.8 mmol), iron powder (12.8 g, 229.12 mmol) and ammonium chloride (2.9 g, 55.0 mmol) was taken up in ethanol (60 mL) and water (30 mL) and heated at 90° C. for 3 h. After cooling to ambient temperature, the reaction mixture was filtered through a celite bed and the filtrate concentrated in vacuo. The aqueous residue was extracted with dichloromethane and the organic layer washed with brine, dried over sodium sulfate and concentrated in... The reactants are N1(CCCCC1)C=1C=CC(=C(C(=O)N)C1)N (5-piperidinyl-2-aminobenzamide), C1=CC=C2C(=C1)C(=CS2)C=O (thianaphthene-3-carboxaldehyde). Product: N1(CCCCC1)C=1C=C2C(NC(=NC2=CC1)C=1C2=C(SC1)C=CC=C2)=O (6-(Piperidin-1-yl)-2-(benzo[b]thiophen-3-yl)quinazolin-4-one). RXN SMILES: [N:1]1([C:7]2[CH:8]=[CH:9][C:10]([NH2:16])=[C:11]([CH:15]=2)[C:12]([NH2:14])=[O:13])[CH2:6][CH2:5][CH2:4][CH2:3][CH2:2]1.[CH:17]1[CH:22]=[C:21]2[C:23]([CH:26]=O)=[CH:24][S:25][C:20]2=[CH:19][CH:18]=1>>[N:1]1([C:7]2[CH:15]=[C:11]3[C:10](=[CH:9][CH:8]=2)[N:16]=[C:26]([C:23]2[C:21]4[CH:22]=[CH:17][CH:18]=[CH:19][C:20]=4[S:25][CH:24]=2)[NH:14][C:12]3=[O:13])[CH2:2][CH2:3][CH2:4][CH2:5][CH2:6]1. Procedure: Compound 28 was synthesized from 5-piperidinyl-2-aminobenzamide (12) (1.6 g, 7.3 mmol) and thianaphthene-3-carboxaldehyde (16) (1.2 g, 7.3 mmol): yield 1.6 g (60%); pale yellow crystals; mp>300° C.; 1H NMR (DMSO-d6) δ 1.57-1.59 (6H, m, (CH2)2CH2NCH2CH2), 3.22-3.25 (4H, m, CH2NCH2), 7.42-7.54 (4H, m, 4×ArH), 7.63-7.67 (1H, m, 1×ArH), 8.03-8.07 (1H, m, 1×ArH), 8.66 (1H, s, 1×ArH), 8.97-9.00 (1H, m, 1×ArH), 12.30 (1H, br s, NH) ppm; MS (ESI) m/z 361; Anal. (C21H19N3OS): C, H, N. Starting materials: CCOC(=O)c1sc2ccncc2c1OS(=O)(=O)C(F)(F)C(F)(F)C(F)(F)C(F)(F)F, Cc1ccccc1, CSc1ccc(N)c(F)c1, [K+], [K+], [K+], O=P([O-])([O-])[O-]. Product: CCOC(=O)c1sc2ccncc2c1Nc1ccc(SC)cc1F. RXN SMILES: [CH2:1]([CH3:2])[O:3][C:4](=[O:5])[c:6]1[c:7]([O:15][S:16]([C:17]([F:18])([F:19])[C:20]([F:21])([F:22])[C:23]([F:24])([F:25])[C:26]([F:27])([F:28])[F:29])(=[O:30])=[O:31])[c:8]2[cH:9][n:10][cH:11][cH:12][c:13]2[s:14]1.[CH3:50][c:51]1[cH:52][cH:53][cH:54][cH:55][cH:56]1.[F:32][c:33]1[c:34]([NH2:41])[cH:35][cH:36][c:37]([S:39][CH3:40])[cH:38]1.[K+:47].[K+:48].[K+:49].[P:42]([O-:43])([O-:44])([O-:45])=[O:46]>>[CH2:1]([CH3:2])[O:3][C:4](=[O:5])[c:6]1[c:7]([NH:41][c:34]2[c:33]([F:32])[cH:38][c:37]([S:39][CH3:40])[cH:36][cH:35]2)[c:8]2[cH:9][n:10][cH:11][cH:12][c:13]2[s:14]1.